This data is from the Open Reaction Database (ORD), a public repository of structured organic reaction records. The task is: describe an organic reaction: reactants, conditions, products, and yield Starting materials: CC(C)(C)OC(=O)Nc1cc(C(C)(C)CO)no1, ClCCl. The product is CC(C)(C)OC(=O)Nc1cc(C(C)(C)C=O)no1. RXN SMILES: [C:1]([CH3:2])([CH3:3])([CH3:4])[O:5][C:6]([NH:7][c:8]1[cH:9][c:10]([C:13]([CH2:14][OH:15])([CH3:16])[CH3:17])[n:11][o:12]1)=[O:18].[Cl:19][CH2:20][Cl:21]>>[C:1]([CH3:2])([CH3:3])([CH3:4])[O:5][C:6]([NH:7][c:8]1[cH:9][c:10]([C:13]([CH:14]=[O:15])([CH3:16])[CH3:17])[n:11][o:12]1)=[O:18].